This data is from the Open Reaction Database (ORD), a public repository of structured organic reaction records. The task is: describe an organic reaction: reactants, conditions, products, and yield The reactants are C(C1=CC=CC=C1)N[C@H](CO)CC1=CC=C(C=C1)[N+](=O)[O-] ((2S)-2-(benzylamino)-3-(4-nitrophenyl)-1-propanol), O(C1=CC=CC=C1)C[C@H]1OC1 ((2S)-2-(phenoxymethyl)oxirane). Run in C(C)O (ethanol). Product: C(C1=CC=CC=C1)N(C[C@@H](COC1=CC=CC=C1)O)[C@H](CO)CC1=CC=C(C=C1)[N+](=O)[O-] ((2S)-2-[N-benzyl-N-[(2S)-2-hydroxy-3-phenoxypropyl)amino]-3-(4-nitrophenyl)-1-propanol). Isolated yield 66.7%. RXN SMILES: [CH2:1]([NH:8][C@@H:9]([CH2:12][C:13]1[CH:18]=[CH:17][C:16]([N+:19]([O-:21])=[O:20])=[CH:15][CH:14]=1)[CH2:10][OH:11])[C:2]1[CH:7]=[CH:6][CH:5]=[CH:4][CH:3]=1.[O:22]([CH2:29][C@@H:30]1[CH2:32][O:31]1)[C:23]1[CH:28]=[CH:27][CH:26]=[CH:25][CH:24]=1>C(O)C>[CH2:1]([N:8]([C@@H:9]([CH2:12][C:13]1[CH:14]=[CH:15][C:16]([N+:19]([O-:21])=[O:20])=[CH:17][CH:18]=1)[CH2:10][OH:11])[CH2:32][C@H:30]([OH:31])[CH2:29][O:22][C:23]1[CH:28]=[CH:27][CH:26]=[CH:25][CH:24]=1)[C:2]1[CH:3]=[CH:4][CH:5]=[CH:6][CH:7]=1. Procedure: A mixture of (2S)-2-(benzylamino)-3-(4-nitrophenyl)-1-propanol (1.15 g) and (2S)-2-(phenoxymethyl)oxirane (661 mg) in ethanol (9.2 ml) was heated to reflux for 3 hours. After allowed to cool to room temperature, the mixture was concentrated and the residue was purified by column chromatography (silica gel, hexane/ethyl acetate) to give (2S)-2-[N-benzyl-N-[(2S)-2-hydroxy-3-phenoxypropyl)amino]-3-(4-nitrophenyl)-1-propanol (1.17 g) as a pale yellow solid. Starting materials: [OH-].[K+] (KOH), COC(=O)[C@@H]1CC[C@H](CC1)C(=O)OC (trans-Cyclohexane-1,4-dicarboxylic acid dimethyl ester), O (Water). Run in CO (methanol), CO (methanol). Yields the product COC(=O)[C@@H]1CC[C@H](CC1)C(=O)O (trans-cyclohexane-1,4-dicarboxylic acid monomethyl ester). RXN SMILES: [CH3:1][O:2][C:3]([C@H:5]1[CH2:10][CH2:9][C@H:8]([C:11]([O:13]C)=[O:12])[CH2:7][CH2:6]1)=[O:4].[OH-].[K+].O>CO>[CH3:1][O:2][C:3]([C@H:5]1[CH2:10][CH2:9][C@H:8]([C:11]([OH:13])=[O:12])[CH2:7][CH2:6]1)=[O:4] |f:1.2|. Reported procedure: trans-Cyclohexane-1,4-dicarboxylic acid dimethyl ester (34.2 g, 0.171 mol) was dissolved in 400 mL of anhydrous methanol and the solution brought to reflux. Slowly (dropwise), a solution of KOH (11.2 g, 0.171 mol, 85% purity) in dry methanol was added to the refluxing solution. The solution continued to reflux for 5 hours, and was then cooled and concentrated under reduced pressure to give a white solid. Water was added to dissolve most of the solid, and the aqueous mixture was washed with ether... Reactants: [OH-].[Na+] (sodium hydroxide), N[C@H](CCC(=O)[O-])C(=O)[O-] (D-glutamate), Cl (hydrochloric acid). The solvent is CO (methanol). Product: N[C@H](CCC(=O)O)C(=O)O (D-glutamic acid). RXN SMILES: [NH2:1][C@@H:2]([C:8]([O-:10])=[O:9])[CH2:3][CH2:4][C:5]([O-:7])=[O:6].[OH-].[Na+].Cl>CO>[NH2:1][C@@H:2]([C:8]([OH:10])=[O:9])[CH2:3][CH2:4][C:5]([OH:7])=[O:6] |f:1.2|. Reported procedure: 29.5 g (80.7 mmol) of dimethyl N-(2-naphthalenesulfonyl)-L- or D-glutamate were dissolved in 500 ml of methanol and stirred with 170 ml (340 mmol) of 2N sodium hydroxide solution overnight. The pH was adjusted to 1 with concentrated hydrochloric acid, the solution was evaporated to dryness under reduced pressure, the residue was partitioned between a large volume of methylene chloride and a small volume of water, the methylene chloride phase was dried over magnesium sulfate and evaporated, and t... Product: Cc1ccc2ccnc(Nc3csc(C)n3)c2n1. Reactants: Cc1ccc2ccnc(Cl)c2n1, Cc1nc(N)cs1. RXN SMILES: [Cl:1][c:2]1[n:3][cH:4][cH:5][c:6]2[cH:7][cH:8][c:9]([CH3:12])[n:10][c:11]12.[NH2:13][c:14]1[n:15][c:16]([CH3:19])[s:17][cH:18]1>>[c:2]1([NH:13][c:14]2[n:15][c:16]([CH3:19])[s:17][cH:18]2)[n:3][cH:4][cH:5][c:6]2[cH:7][cH:8][c:9]([CH3:12])[n:10][c:11]12. Solvent: C(C)#N (acetonitrile), C(C)#N (acetonitrile). The product is ClC1=CC(=C(C(=C1)CC)CC(=O)N(N=C(C(=O)OCC)C)C)CC (Ethyl 2-[2-(4-chloro-2,6-diethylphenylacetyl)-2-methylhydrazono]propanoate). Reported procedure: To a solution of 1.1 g of ethyl 2-(methylhydrazono)propanoate in 20 mL of acetonitrile was added 0.68 g of potassium carbonate. The mixture was stirred under ice cooling. To the mixture was added dropwise a solution of 1.26 g of 4-chloro-2,6-diethylphenylacetyl chloride in 8 mL of acetonitrile over about 10 minutes. The mixture was further stirred at room temperature for 3 hours. Then, the reaction mixture was concentrated under reduced pressure. To the residue was added 20 mL of ice water, foll... Reaction SMILES: [CH3:1][NH:2][N:3]=[C:4]([CH3:10])[C:5]([O:7][CH2:8][CH3:9])=[O:6].C(=O)([O-])[O-].[K+].[K+].[Cl:17][C:18]1[CH:23]=[C:22]([CH2:24][CH3:25])[C:21]([CH2:26][C:27](Cl)=[O:28])=[C:20]([CH2:30][CH3:31])[CH:19]=1>C(#N)C>[Cl:17][C:18]1[CH:23]=[C:22]([CH2:24][CH3:25])[C:21]([CH2:26][C:27]([N:2]([CH3:1])[N:3]=[C:4]([CH3:10])[C:5]([O:7][CH2:8][CH3:9])=[O:6])=[O:28])=[C:20]([CH2:30][CH3:31])[CH:19]=1 |f:1.2.3|. The yield is 66.2%. The reactants are CNN=C(C(=O)OCC)C (ethyl 2-(methylhydrazono)propanoate), C([O-])([O-])=O.[K+].[K+] (potassium carbonate), ClC1=CC(=C(C(=C1)CC)CC(=O)Cl)CC (4-chloro-2,6-diethylphenylacetyl chloride).